This data is from the Open Reaction Database (ORD), a public repository of structured organic reaction records. The task is: describe an organic reaction: reactants, conditions, products, and yield The reactants are [H][H] (hydrogen), C(C1=CC=CC=C1)OC1=C(C=CC=C1)C=CC=CC1=CC(=CC=C1)Cl (1-(2-benzyloxyphenyl)-4-(3-chlorophenyl)butadiene). Reagents/catalysts: [Pd] (palladium-on-charcoal). Solvent: O1CCCC1 (tetrahydrofuran), C(C)O (ethanol). Product: C(C1=CC=CC=C1)OC1=C(C=CC=C1)CCCCC1=CC(=CC=C1)Cl (1-(2-benzyloxyphenyl)-4-(3-chlorophenyl)butane). Yield: 86.4%. As a reaction SMILES: [CH2:1]([O:8][C:9]1[CH:14]=[CH:13][CH:12]=[CH:11][C:10]=1[CH:15]=[CH:16][CH:17]=[CH:18][C:19]1[CH:24]=[CH:23][CH:22]=[C:21]([Cl:25])[CH:20]=1)[C:2]1[CH:7]=[CH:6][CH:5]=[CH:4][CH:3]=1.[H][H]>O1CCCC1.C(O)C.[Pd]>[CH2:1]([O:8][C:9]1[CH:14]=[CH:13][CH:12]=[CH:11][C:10]=1[CH2:15][CH2:16][CH2:17][CH2:18][C:19]1[CH:24]=[CH:23][CH:22]=[C:21]([Cl:25])[CH:20]=1)[C:2]1[CH:3]=[CH:4][CH:5]=[CH:6][CH:7]=1. Procedure: 3.50 g of this 1-(2-benzyloxyphenyl)-4-(3-chlorophenyl)butadiene were dissolved in 125 ml of a 4:1 by volume mixture of tetrahydrofuran and ethanol. The resulting solution was stirred for 4 hours in an atmosphere of hydrogen at atmospheric pressure and in the presence of 100 mg of 5% w/w palladium-on-charcoal, whilst ice-cooling. At the end of this time, the catalyst was removed by filtration, and the filtrate was concentrated by evaporation under reduced pressure. The resulting residue was then... The reactants are CCCC(C)(C)Oc1ccc(CCN=[N+]=[N-])cc1, CO. Yields the product CCCC(C)(C)Oc1ccc(CCN)cc1. RXN SMILES: [CH2:1]([CH3:2])[CH2:3][C:4]([CH3:5])([CH3:6])[O:7][c:8]1[cH:9][cH:10][c:11]([CH2:14][CH2:15][N:16]=[N+:17]=[N-:18])[cH:12][cH:13]1.[CH3:19][OH:20]>>[CH2:1]([CH3:2])[CH2:3][C:4]([CH3:5])([CH3:6])[O:7][c:8]1[cH:9][cH:10][c:11]([CH2:14][CH2:15][NH2:16])[cH:12][cH:13]1. The reactants are NC1=NNC(=C1)C1=CC=CC=C1 (3-amino-5-phenylpyrazole), C1(=CC=C(C=C1)C(=O)O)C1=CC=C(C=C1)C(=O)O (biphenyl-4,4′-dicarboxylic acid). The product is C1(=CC=CC=C1)C1=CC(=NN1)NC(=O)C1=CC=C(C=C1)C1=CC=C(C=C1)C(=O)NC1=NNC(=C1)C1=CC=CC=C1 (N,N′-bis(5-Phenyl-1H-pyrazol-3-yl)biphenyl-4,4′-dicarboxamide). As a reaction SMILES: [NH2:1][C:2]1[CH:6]=[C:5]([C:7]2[CH:12]=[CH:11][CH:10]=[CH:9][CH:8]=2)[NH:4][N:3]=1.[C:13]1([C:22]2[CH:27]=[CH:26][C:25]([C:28]([OH:30])=O)=[CH:24][CH:23]=2)[CH:18]=[CH:17][C:16]([C:19]([OH:21])=O)=[CH:15][CH:14]=1>>[C:7]1([C:5]2[NH:4][N:3]=[C:2]([NH:1][C:28]([C:25]3[CH:24]=[CH:23][C:22]([C:13]4[CH:14]=[CH:15][C:16]([C:19]([NH:1][C:2]5[CH:6]=[C:5]([C:7]6[CH:12]=[CH:11][CH:10]=[CH:9][CH:8]=6)[NH:4][N:3]=5)=[O:21])=[CH:17][CH:18]=4)=[CH:27][CH:26]=3)=[O:30])[CH:6]=2)[CH:12]=[CH:11][CH:10]=[CH:9][CH:8]=1. Reported procedure: Compound 475 was prepared from 3-amino-5-phenylpyrazole and biphenyl-4,4′-dicarboxylic acid. [M+H]+ calcd for C32H25N6O2: 525.20; found: 524.98. The reactants are CC(C)(C)OC(=O)NC1COCCC1Nc1nc(Cl)c2c(c1F)CN(C(=O)OC(C)(C)C)C2=O, OB(O)c1cnn(C(F)F)c1, [Na+], [Na+], O=C([O-])[O-], C1COCCO1. Product: CC(C)(C)OC(=O)NC1COCCC1Nc1nc(-c2cnn(C(F)F)c2)c2c(c1F)CN(C(=O)OC(C)(C)C)C2=O. Reaction SMILES: [C:1]([CH3:2])([CH3:3])([CH3:4])[O:5][C:6](=[O:7])[NH:8][CH:9]1[CH2:10][O:11][CH2:12][CH2:13][CH:14]1[NH:15][c:16]1[c:17]([F:34])[c:18]2[c:19]([c:20]([Cl:22])[n:21]1)[C:23](=[O:33])[N:24]([C:26](=[O:27])[O:28][C:29]([CH3:30])([CH3:31])[CH3:32])[CH2:25]2.[F:35][CH:36]([n:37]1[n:38][cH:39][c:40]([B:42]([OH:43])[OH:44])[cH:41]1)[F:45].[Na+:52].[Na+:53].[O-:54][C:55](=[O:56])[O-:57].[O:46]1[CH2:47][CH2:48][O:49][CH2:50][CH2:51]1>>[C:1]([CH3:2])([CH3:3])([CH3:4])[O:5][C:6](=[O:7])[NH:8][CH:9]1[CH2:10][O:11][CH2:12][CH2:13][CH:14]1[NH:15][c:16]1[c:17]([F:34])[c:18]2[c:19]([c:20](-[c:40]3[cH:39][n:38][n:37]([CH:36]([F:35])[F:45])[cH:41]3)[n:21]1)[C:23](=[O:33])[N:24]([C:26](=[O:27])[O:28][C:29]([CH3:30])([CH3:31])[CH3:32])[CH2:25]2.